From a dataset of the Open Reaction Database (ORD), a public repository of structured organic reaction records. describe an organic reaction: reactants, conditions, products, and yield Reactants: O=C1CCC(=O)N1Br, ClC(Cl)(Cl)Cl, COCCOC, Cc1cccc(OCC(F)(F)F)c1, [H-], CC(C)(C#N)N=NC(C)(C)C#N, [Na+], CCOC(=O)CC(=O)c1ccc(F)cc1, O. The product is CCOC(=O)C(Cc1cccc(OCC(F)(F)F)c1)C(=O)c1ccc(F)cc1. RXN SMILES: [Br:14][N:15]1[C:16](=[O:17])[CH2:18][CH2:19][C:20]1=[O:21].[C:51]([Cl:52])([Cl:53])([Cl:54])[Cl:55].[CH3:56][O:57][CH2:58][CH2:59][O:60][CH3:61].[F:1][C:2]([CH2:3][O:4][c:5]1[cH:6][c:7]([CH3:11])[cH:8][cH:9][cH:10]1)([F:12])[F:13].[H-:49].[N:22]([C:23]([CH3:24])([CH3:25])[C:26]#[N:27])=[N:28][C:29]([CH3:30])([CH3:31])[C:32]#[N:33].[Na+:50].[O:34]=[C:35]([CH2:36][C:37](=[O:38])[O:39][CH2:40][CH3:41])[c:42]1[cH:43][cH:44][c:45]([F:48])[cH:46][cH:47]1.[OH2:62]>>[F:1][C:2]([CH2:3][O:4][c:5]1[cH:6][c:7]([CH2:11][CH:36]([C:35](=[O:34])[c:42]2[cH:43][cH:44][c:45]([F:48])[cH:46][cH:47]2)[C:37](=[O:38])[O:39][CH2:40][CH3:41])[cH:8][cH:9][cH:10]1)([F:12])[F:13]. The reactants are NC1=C(C=CC=C1)CC(N(C)C=O)C=1SC=CC1C (2-amino-N-formyl-N-methyl-α-(3-methyl-2-thienyl)benzeneethanamine), solution, B (borane). Run in O1CCCC1 (tetrahydrofuran), O1CCCC1 (tetrahydrofuran). Conditions: time 8 hour. The product is NC1=C(C=CC=C1)CC(N(C)C)C=1SC=CC1C (2-amino-N,N-dimethyl-α-(3-methyl-2-thienyl)benzenethanamine). The yield is 67.3%. As a reaction SMILES: [NH2:1][C:2]1[CH:7]=[CH:6][CH:5]=[CH:4][C:3]=1[CH2:8][CH:9]([C:14]1[S:15][CH:16]=[CH:17][C:18]=1[CH3:19])[N:10]([CH:12]=O)[CH3:11].B>O1CCCC1>[NH2:1][C:2]1[CH:7]=[CH:6][CH:5]=[CH:4][C:3]=1[CH2:8][CH:9]([C:14]1[S:15][CH:16]=[CH:17][C:18]=1[CH3:19])[N:10]([CH3:11])[CH3:12]. Reported procedure: A stirred solution of 5.79 g of 2-amino-N-formyl-N-methyl-α-(3-methyl-2-thienyl)benzeneethanamine in 400 ml of tetrahydrofuran was treated dropwise under nitrogen with 90 ml of a 1M solution of borane in tetrahydrofuran. The solution was stirred overnight at room temperature and then quenched with 60 ml of a 10% sodium hydroxide solution. The aqueous mixture was extracted with dichloromethane (2×100 ml), dried over anhydrous sodium sulfate, filtered and concentrated. The concentrate was treated ... The reactants are N1(CCCC1)C=1C(=NC2=CC=CC=C2C1C(=O)N)O (Pyrrolidino 2-hydroxyquinoline-4-carboxamide), CN(C)C=O (DMF), CC(C)(C)C1=NC(=NO1)C[N+]#[C-] (5-(1,1-dimethylethyl)-3-isocyanomethyl-1,2,4-oxadiazole), CC(C)([O-])C.[K+] (potassium tert-butoxide), C1(=CC=C(C=C1)S(=O)(=O)Cl)C (p-toluenesulfonyl chloride), CC(C)([O-])C.[K+] (potassium tert-butoxide). The solvent is C1CCOC1 (THF), C1CCOC1 (THF). Run at time 15 minute. Yields the product O1CCN(CC1)C1=NC(=C2N1C1=CC=CC=C1C(=C2)C(=O)N)C2=NOC(=N2)C2CC2 (Morpholino 3-(5-cyclopropyl-1,2,4-oxadiazol-3-yl)imidazo[1,5-a]quinoline-5-carboxamide). As a reaction SMILES: N1([C:6]2[C:7](O)=[N:8][C:9]3[C:14]([C:15]=2[C:16]([NH2:18])=[O:17])=[CH:13][CH:12]=[CH:11][CH:10]=3)CCCC1.C[C:21](C)([O-:23])[CH3:22].[K+].[C:26]1([CH3:36])C=CC(S(Cl)(=O)=O)=CC=1.C[C:38]([C:41]1[O:45][N:44]=[C:43]([CH2:46][N+:47]#[C-:48])[N:42]=1)([CH3:40])[CH3:39].C[N:50](C=O)C>C1COCC1>[O:23]1[CH2:21][CH2:22][N:50]([C:48]2[N:8]3[C:9]4[C:14]([C:15]([C:16]([NH2:18])=[O:17])=[CH:6][C:7]3=[C:46]([C:43]3[N:42]=[C:41]([CH:38]5[CH2:39][CH2:40]5)[O:45][N:44]=3)[N:47]=2)=[CH:13][CH:12]=[CH:11][CH:10]=4)[CH2:26][CH2:36]1 |f:1.2|. Procedure details: To morpholino 2-hydroxyquinoline-4-carboxamide (VI, Step I, 0.47 g) in THF (15 ml) and dry DMF (2 ml) cooled at -15° is added potassium tert-butoxide in THF (1M, 1.82 ml). The mixture is stirred for 15 min, after which p-toluenesulfonyl chloride (0.347 g) is added. After stirring for 40 min. 5-cyclopropyl-3-isocyanomethyl-1,2,4-oxadiazole (IX, 0.300 g) is added, followed by potassium tert-butoxide (1M, 2.00 ml). The mixture is stirred an for additional 2 hr, quenched with several drops of aqueou... The reactants are ClC1=NC=CC(=C1)CC(=O)OCC (ethyl 2-(2-chloropyridin-4-yl)acetate), C(N)(OC(C)(C)C)=O (tert-butyl carbamate), C([O-])([O-])=O.[Cs+].[Cs+] (cesium carbonate). The reagents and catalysts are C=1C=CC(=CC1)/C=C/C(=O)/C=C/C2=CC=CC=C2.C=1C=CC(=CC1)/C=C/C(=O)/C=C/C2=CC=CC=C2.C=1C=CC(=CC1)/C=C/C(=O)/C=C/C2=CC=CC=C2.[Pd].[Pd] (tris(dibenzylideneacetone)dipalladium(0)), CC1(C2=CC=CC(=C2OC=2C(=CC=CC12)P(C1=CC=CC=C1)C1=CC=CC=C1)P(C1=CC=CC=C1)C1=CC=CC=C1)C (9,9-dimethyl-4,5-bis(diphenylphosphino)xanthene). Run in C1CCOC1 (THF). Product: C(C)(C)(C)OC(=O)NC1=NC=CC(=C1)CC(=O)OCC (ethyl 2-(2-(tert-butoxycarbonylamino)pyridin-4-yl)acetate). Yield: 74.1%. As a reaction SMILES: Cl[C:2]1[CH:7]=[C:6]([CH2:8][C:9]([O:11][CH2:12][CH3:13])=[O:10])[CH:5]=[CH:4][N:3]=1.[C:14](=[O:21])([O:16][C:17]([CH3:20])([CH3:19])[CH3:18])[NH2:15].C(=O)([O-])[O-].[Cs+].[Cs+]>C1C=CC(/C=C/C(/C=C/C2C=CC=CC=2)=O)=CC=1.C1C=CC(/C=C/C(/C=C/C2C=CC=CC=2)=O)=CC=1.C1C=CC(/C=C/C(/C=C/C2C=CC=CC=2)=O)=CC=1.[Pd].[Pd].CC1(C)C2C=CC=C(P(C3C=CC=CC=3)C3C=CC=CC=3)C=2OC2C1=CC=CC=2P(C1C=CC=CC=1)C1C=CC=CC=1.C1COCC1>[C:17]([O:16][C:14]([NH:15][C:2]1[CH:7]=[C:6]([CH2:8][C:9]([O:11][CH2:12][CH3:13])=[O:10])[CH:5]=[CH:4][N:3]=1)=[O:21])([CH3:20])([CH3:19])[CH3:18] |f:2.3.4,5.6.7.8.9|. Procedure: A flask was charged with ethyl 2-(2-chloropyridin-4-yl)acetate (20.00 g, 100.2 mmol), tert-butyl carbamate (35.21 g, 300.5 mmol), 9,9-dimethyl-4,5-bis(diphenylphosphino)xanthene (2.90 g, 5.01 mmol), tris(dibenzylideneacetone)dipalladium(0) (2.29 g, 2.51 mmol), cesium carbonate (48.96 g, 150 mmol) and THF (400 mL). The mixture was heated at reflux under nitrogen for 24 hours. Upon cooling, the reaction was quenched with 10% ammonium acetate solution and extracted with ethyl acetate. The combined ...